Dataset: the Open Reaction Database (ORD), a public repository of structured organic reaction records. Task: describe an organic reaction: reactants, conditions, products, and yield Reactants: [O-]CC.[Na+] (sodium ethoxide), Cl (HCl), O=C1NC2=CC(=CC=C2C1)C(=O)C=1C=C(C=CC1)NC(=O)C=1N(N=CC1)C (2-Methyl-2H-pyrazole-3-carboxylic acid [3-(2-oxo-2,3-dihydro-1H-indole-6-carbonyl)-phenyl]-amide), C(=O)OCC (ethyl formate). Solvent: C(C)O (ethanol), C(C)O (ethanol). Conditions: temperature 78 celsius. Product: OC=C1C(NC2=CC(=CC=C12)C(=O)C=1C=C(C=CC1)NC(=O)C=1N(N=CC1)C)=O (2-Methyl-2H-pyrazole-3-carboxylic acid [3-(3-hydroxymethylene-2-oxo-2,3-dihydro-1H-indole-6-carbonyl)-phenyl]-amide). Yield: 61.2%. RXN SMILES: [O:1]=[C:2]1[CH2:10][C:9]2[C:4](=[CH:5][C:6]([C:11]([C:13]3[CH:14]=[C:15]([NH:19][C:20]([C:22]4[N:23]([CH3:27])[N:24]=[CH:25][CH:26]=4)=[O:21])[CH:16]=[CH:17][CH:18]=3)=[O:12])=[CH:7][CH:8]=2)[NH:3]1.[CH:28](OCC)=[O:29].[O-]CC.[Na+].Cl>C(O)C>[OH:29][CH:28]=[C:10]1[C:9]2[C:4](=[CH:5][C:6]([C:11]([C:13]3[CH:14]=[C:15]([NH:19][C:20]([C:22]4[N:23]([CH3:27])[N:24]=[CH:25][CH:26]=4)=[O:21])[CH:16]=[CH:17][CH:18]=3)=[O:12])=[CH:7][CH:8]=2)[NH:3][C:2]1=[O:1] |f:2.3|. Procedure details: 2-Methyl-2H-pyrazole-3-carboxylic acid [3-(2-oxo-2,3-dihydro-1H-indole-6-carbonyl)-phenyl]-amide (0.142 g, 0.394 mmol) and ethyl formate (0.095 mL, 1.18 mmol) were dissolved in anhydrous ethanol (4.73 mL). The resulting solution was treated in dropwise fashion with a 21 wt % solution of sodium ethoxide in ethanol (0.181 mL, 1.97 mmol). This reaction mixture was heated at 78° C. for 1 h, producing a black oil. Subsequently, the reaction mixture was cooled to room temperature, and then the reactio...